Dataset: the Open Reaction Database (ORD), a public repository of structured organic reaction records. Task: describe an organic reaction: reactants, conditions, products, and yield Starting materials: C(CCC)[Li] (n-Butyllithium), C1(=CC=CC=C1)S(=O)(=O)O (benzenesulfonic acid), FC(C(=O)O)(F)F (trifluoroacetic acid), ClP(C1CCCCC1)C1CCCCC1 (chlorodicyclohexylphosphine). The solvent is O1CCCC1 (tetrahydrofuran). Reaction conditions: time 2.5 hour. The product is C1(CCCCC1)P(C1=C(C=CC=C1)S(=O)(=O)O)C1CCCCC1 (2-(dicyclohexylphosphino)benzenesulfonic acid). RXN SMILES: C([Li])CCC.[C:6]1([S:12]([OH:15])(=[O:14])=[O:13])[CH:11]=[CH:10][CH:9]=[CH:8][CH:7]=1.Cl[P:17]([CH:24]1[CH2:29][CH2:28][CH2:27][CH2:26][CH2:25]1)[CH:18]1[CH2:23][CH2:22][CH2:21][CH2:20][CH2:19]1.FC(F)(F)C(O)=O>O1CCCC1>[CH:24]1([P:17]([CH:18]2[CH2:19][CH2:20][CH2:21][CH2:22][CH2:23]2)[C:7]2[CH:8]=[CH:9][CH:10]=[CH:11][C:6]=2[S:12]([OH:15])(=[O:14])=[O:13])[CH2:25][CH2:26][CH2:27][CH2:28][CH2:29]1. Procedure: n-Butyllithium (manufactured by Kanto Chemical Co., Inc., 1.65 M hexane solution, 5.1 ml, 8.4 mmol) was added to a tetrahydrofuran (THF) solution (20 ml) of benzenesulfonic acid (manufactured by Tokyo Chemical Industry Co., Ltd., 0.66 g, 4.2 mmol) at 0° C. under argon atmosphere and the mixture was stirred for 2.5 hours at room temperature. After cooling the reaction container to −78° C., chlorodicyclohexylphosphine (manufactured by Sigma-Aldrich, 0.89 mg, 3.8 mmol) was added thereto at −78° C. ... Starting materials: FC(C=1C=C(C(=O)NC(C)C2=CN=C(N=N2)NC2=CC(=C(C(=C2)OC)OC)OC)C=CC1)(F)F (3-(trifluoromethyl)-N-(1-{3-[(3,4,5-trimethoxyphenyl)amino]-1,2,4-triazin-6-yl}ethyl)benzamide), FC(C=1C=C(C(=O)NC(C)C2=CN=C(N=N2)NC2=CC(=C(C(=C2)OC)OC)OC)C=CC1)(F)F (3-(trifluoromethyl)-N-(1-{3-[(3,4,5-trimethoxyphenyl)amino]-1,2,4-triazin-6-yl}ethyl)benzamide), P(=O)(Cl)(Cl)Cl (phosphorus oxychloride). Solvent: ClCCCl (1,2-dichloroethane). The product is CC=1N=C(N2N=C(N=CC21)NC2=CC(=C(C(=C2)OC)OC)OC)C2=CC(=CC=C2)C(F)(F)F (5-methyl-7-[3-(trifluoromethyl)phenyl]-N-(3,4,5-trimethoxyphenyl)imidazo[5,1-f][1,2,4]triazin-2-amine). The yield is 3.3%. As a reaction SMILES: [F:1][C:2]([F:34])([F:33])[C:3]1[CH:4]=[C:5]([CH:30]=[CH:31][CH:32]=1)[C:6]([NH:8][CH:9]([C:11]1[N:16]=[N:15][C:14]([NH:17][C:18]2[CH:23]=[C:22]([O:24][CH3:25])[C:21]([O:26][CH3:27])=[C:20]([O:28][CH3:29])[CH:19]=2)=[N:13][CH:12]=1)[CH3:10])=O.P(Cl)(Cl)(Cl)=O>ClCCCl>[CH3:10][C:9]1[N:8]=[C:6]([C:5]2[CH:30]=[CH:31][CH:32]=[C:3]([C:2]([F:34])([F:33])[F:1])[CH:4]=2)[N:16]2[C:11]=1[CH:12]=[N:13][C:14]([NH:17][C:18]1[CH:23]=[C:22]([O:24][CH3:25])[C:21]([O:26][CH3:27])=[C:20]([O:28][CH3:29])[CH:19]=1)=[N:15]2. Procedure details: In a similar manner as described for Example 1, 3-(trifluoromethyl)-N-(1-{3-[(3,4,5-trimethoxyphenyl)amino]-1,2,4-triazin-6-yl}ethyl)benzamide (Intermediate 14) (0.12 g, 0.25 mmol) in 1,2-dichloroethane (20 mL) and phosphorus oxychloride (0.28 mL, 3.0 mmol) gave 5-methyl-7-[3-(trifluoromethyl)phenyl]-N-(3,4,5-trimethoxyphenyl)imidazo[5,1-f][1,2,4]triazin-2-amine (0.0038 g) as a yellow solid. 1H NMR (CD3OD): δ9.08 (s, 1H), 8.72 (d, J=7.7 Hz, 1H), 8.59 (s, 1H), 7.76-7.65 (m, 2H), 7.00 (s, 2H), 6.9... Reactants: FC1=C(CN)C=CC(=C1)C(F)(F)F (2-fluoro-4-trifluoromethylbenzylamine), ClC(Cl)(OC(OC(Cl)(Cl)Cl)=O)Cl (triphosgene), [N-]=C=O (isocyanate), compound 1b. The solvent is CCOC(=O)C (AcOEt), CCOC(=O)C (AcOEt), CN(C)C=O (DMF). Reaction conditions: temperature 80 celsius. The product is FC1=C(CNC(=O)NC2=CC=CC3=C2NC(O3)=O)C=CC(=C1)C(F)(F)F (1-(2-fluoro-4-(trifluoromethyl)benzyl)-3-(2,3-dihydro-2-oxobenzo[d]oxazol-4-yl)urea). Isolated yield 11.0%. RXN SMILES: [F:1][C:2]1[CH:9]=[C:8]([C:10]([F:13])([F:12])[F:11])[CH:7]=[CH:6][C:3]=1[CH2:4][NH2:5].ClC(Cl)(O[C:18](=[O:24])[O:19][C:20](Cl)(Cl)Cl)Cl.[N-:26]=[C:27]=[O:28]>CCOC(C)=O.CN(C=O)C>[F:1][C:2]1[CH:9]=[C:8]([C:10]([F:11])([F:12])[F:13])[CH:7]=[CH:6][C:3]=1[CH2:4][NH:5][C:27]([NH:26][C:3]1[C:4]2[NH:5][C:18](=[O:24])[O:19][C:20]=2[CH:8]=[CH:9][CH:2]=1)=[O:28]. Procedure: Commercially available 2-fluoro-4-trifluoromethylbenzylamine (0.5 ml, 3.7 mmol) was dissolved in 20 ml of AcOEt and at 0° C. triphosgene (1.12 g, 3.7 mmol) was added to the solution. The mixture was warmed at 80° C. for 4 hours then evaporated and the residue was dissolved in 5 ml of DMF. The solution of the isocyanate was added drop wise to a solution in DMF (5 ml) of compound 1b (360 mg, 2.4 mmol) and the mixture was warmed at 80° C. for 8 hours. (TLC AcOEt). The solvent was evaporated and the...